From a dataset of the Open Reaction Database (ORD), a public repository of structured organic reaction records. describe an organic reaction: reactants, conditions, products, and yield Starting materials: O=[Cr](=O)([O-])O[Cr](=O)(=O)[O-], CN(C)C=O, O, OCCCOCCc1ccccc1, c1ccc(CC2OCCCO2)cc1, c1cc[nH+]cc1, c1cc[nH+]cc1. Product: O=C(O)CCOCCc1ccccc1. RXN SMILES: [Cr:1]([O:2][Cr:3]([O-:4])(=[O:5])=[O:6])([O-:7])(=[O:8])=[O:9].[O:49]=[CH:50][N:51]([CH3:52])[CH3:53].[OH2:48].[c:22]1([CH2:28][CH2:29][O:30][CH2:31][CH2:32][CH2:33][OH:34])[cH:23][cH:24][cH:25][cH:26][cH:27]1.[c:35]1([CH2:36][CH:37]2[O:38][CH2:39][CH2:40][CH2:41][O:43]2)[cH:42][cH:44][cH:45][cH:46][cH:47]1.[nH+:10]1[cH:11][cH:12][cH:13][cH:14][cH:15]1.[nH+:16]1[cH:17][cH:18][cH:19][cH:20][cH:21]1>>[c:22]1([CH2:28][CH2:29][O:30][CH2:31][CH2:32][C:33](=[O:34])[OH:43])[cH:23][cH:24][cH:25][cH:26][cH:27]1. Reactants: C(C)OC(=O)C=1C=NN(C1C(NC=1C=CC=2N(C1)N=C(N2)N(C)C)=O)C (5-(2-dimethylamino-[1,2,4]triazolo[1,5-a]pyridin-6-ylcarbamoyl)-1-methyl-1H-pyrazole-4-carboxylic acid ethyl ester), CN1N=CC(=C1C(NC=1C=CC=2N(C1)N=C(N2)N2CCOCC2)=O)C(=O)O (1-Methyl-5-(2-morpholino-[1,2,4]triazolo[1,5-a]pyridin-6-ylcarbamoyl)-1H-pyrazole-4-carboxylic acid), solid. Product: CN(C1=NN2C(C=CC(=C2)NC(=O)C2=C(C=NN2C)C(=O)O)=N1)C (5-(2-Dimethylamino-[1,2,4]triazolo[1,5-a]pyridin-6-ylcarbamoyl)-1-methyl-1H-pyrazole-4-carboxylic acid). RXN SMILES: C([O:3][C:4]([C:6]1[CH:7]=[N:8][N:9]([CH3:26])[C:10]=1[C:11](=[O:25])[NH:12][C:13]1[CH:14]=[CH:15][C:16]2[N:17]([N:19]=[C:20]([N:22]([CH3:24])[CH3:23])[N:21]=2)[CH:18]=1)=[O:5])C.CN1C(C(=O)NC2C=CC3N(N=C(N4CCOCC4)N=3)C=2)=C(C(O)=O)C=N1>>[CH3:23][N:22]([CH3:24])[C:20]1[N:21]=[C:16]2[CH:15]=[CH:14][C:13]([NH:12][C:11]([C:10]3[N:9]([CH3:26])[N:8]=[CH:7][C:6]=3[C:4]([OH:5])=[O:3])=[O:25])=[CH:18][N:17]2[N:19]=1. Reported procedure: Using 5-(2-dimethylamino-[1,2,4]triazolo[1,5-a]pyridin-6-ylcarbamoyl)-1-methyl-1H-pyrazole-4-carboxylic acid ethyl ester, this compound was prepared following the same method as for the synthesis of 1-Methyl-5-(2-morpholino-[1,2,4]triazolo[1,5-a]pyridin-6-ylcarbamoyl)-1H-pyrazole-4-carboxylic acid. Brown solid (41 mg, 70%). MS: m/z=330 (M+H+).